This data is from the Open Reaction Database (ORD), a public repository of structured organic reaction records. The task is: describe an organic reaction: reactants, conditions, products, and yield Reactants: BrCCBr, CCO, Cc1cc(I)ccc1O, ClCCl, [Na+], [OH-]. Product: Cc1cc(I)ccc1OCCBr. Reaction SMILES: [Br:10][CH2:11][CH2:12][Br:13].[CH3:16][CH2:17][OH:18].[CH3:1][c:2]1[c:3]([OH:9])[cH:4][cH:5][c:6]([I:8])[cH:7]1.[Cl:19][CH2:20][Cl:21].[Na+:15].[OH-:14]>>[CH3:1][c:2]1[c:3]([O:9][CH2:12][CH2:11][Br:10])[cH:4][cH:5][c:6]([I:8])[cH:7]1. RXN SMILES: [C:27]([O:28][O:29][C:30](=[O:31])[c:32]1[cH:33][cH:34][cH:35][cH:36][cH:37]1)(=[O:38])[c:39]1[cH:40][cH:41][cH:42][cH:43][cH:44]1.[Cl:45][C:46]([Cl:47])([Cl:48])[Cl:49].[F:1][c:2]1[cH:3][cH:4][c:5]2[c:6]([n:7]1)[n:8]([C:12](=[O:13])[O:14][C:15]([CH3:16])([CH3:17])[CH3:18])[n:9][c:10]2[CH3:11].[O:19]=[C:20]1[N:21]([Br:26])[C:22](=[O:23])[CH2:24][CH2:25]1>>[F:1][c:2]1[cH:3][cH:4][c:5]2[c:6]([n:7]1)[n:8]([C:12](=[O:13])[O:14][C:15]([CH3:16])([CH3:17])[CH3:18])[n:9][c:10]2[CH2:11][Br:26]. The reactants are O=C(OOC(=O)c1ccccc1)c1ccccc1, ClC(Cl)(Cl)Cl, Cc1nn(C(=O)OC(C)(C)C)c2nc(F)ccc12, O=C1CCC(=O)N1Br. Product: CC(C)(C)OC(=O)n1nc(CBr)c2ccc(F)nc21. The reactants are C[Si](CCOC(C1=C(C=CC=C1)B1OC(C(O1)(C)C)(C)C)=O)(C)C (4,4,5,5-tetramethyl-[1,3,2]dioxaborolan-2-yl-benzoic acid-2-trimethylsilanyl-ethyl ester), C[Si](CCOC(C1=C(C=C(C(=C1)Br)Cl)OCCCC(=O)OC(C)(C)C)=O)(C)C (5-bromo-2-(3-tert-butoxycarbonyl-propoxy)-4-chloro-benzoic acid 2-trimethylsilanyl-ethyl ester). The product is C[Si](CCOC(C1=C(C=C(C(=C1)B1OC(C(O1)(C)C)(C)C)Cl)OCCCC(=O)OC(C)(C)C)=O)(C)C (2-(3-tert-Butoxycarbonyl-propoxy)-4-chloro-5-(4,4,5,5-tetramethyl-[1,3,2]dioxaborolan-2-yl)-benzoic acid-2-trimethylsilanyl-ethyl ester). Reaction SMILES: C[Si](C)(C)CCOC(=O)C1C=CC=CC=1[B:13]1[O:17][C:16]([CH3:19])([CH3:18])[C:15]([CH3:21])([CH3:20])[O:14]1.[CH3:25][Si:26]([CH3:52])([CH3:51])[CH2:27][CH2:28][O:29][C:30](=[O:50])[C:31]1[CH:36]=[C:35](Br)[C:34]([Cl:38])=[CH:33][C:32]=1[O:39][CH2:40][CH2:41][CH2:42][C:43]([O:45][C:46]([CH3:49])([CH3:48])[CH3:47])=[O:44]>>[CH3:25][Si:26]([CH3:52])([CH3:51])[CH2:27][CH2:28][O:29][C:30](=[O:50])[C:31]1[CH:36]=[C:35]([B:13]2[O:17][C:16]([CH3:19])([CH3:18])[C:15]([CH3:21])([CH3:20])[O:14]2)[C:34]([Cl:38])=[CH:33][C:32]=1[O:39][CH2:40][CH2:41][CH2:42][C:43]([O:45][C:46]([CH3:49])([CH3:48])[CH3:47])=[O:44]. Reported procedure: 2-(3-tert-Butoxycarbonyl-propoxy)-4-chloro-5-(4,4,5,5-tetramethyl-[1,3,2]dioxaborolan-2-yl-benzoic acid-2-trimethylsilanyl-ethyl ester (2.7 g) was similarly prepared according to Step 2D from 5-bromo-2-(3-tert-butoxycarbonyl-propoxy)-4-chloro-benzoic acid 2-trimethylsilanyl-ethyl ester (3.2 g). MS ion (APCl): 513.2, 459.1; tR=3.62 min. (method 1) The reactants are F[B-](F)(F)F, COC(=O)c1cccc(Br)c1C, CC(C)(C)[PH+](C(C)(C)C)C(C)(C)C, Cc1cccc(C)c1B(O)O, [Cs+], [F-], O=C(C=Cc1ccccc1)C=Cc1ccccc1, O=C(C=Cc1ccccc1)C=Cc1ccccc1, O=C(C=Cc1ccccc1)C=Cc1ccccc1, [Pd], [Pd]. Yields the product COC(=O)c1cccc(-c2c(C)cccc2C)c1C. RXN SMILES: [B-:1]([F:2])([F:3])([F:4])[F:5].[Br:32][c:33]1[c:34]([CH3:43])[c:35]([C:36](=[O:37])[O:38][CH3:39])[cH:40][cH:41][cH:42]1.[C:6]([PH+:7]([C:8]([CH3:9])([CH3:10])[CH3:11])[C:12]([CH3:13])([CH3:14])[CH3:15])([CH3:16])([CH3:17])[CH3:18].[CH3:21][c:22]1[c:23]([B:29]([OH:30])[OH:31])[c:24]([CH3:28])[cH:25][cH:26][cH:27]1.[Cs+:20].[F-:19].[O:46]=[C:47]([CH:48]=[CH:49][c:50]1[cH:51][cH:52][cH:53][cH:54][cH:55]1)[CH:56]=[CH:57][c:58]1[cH:59][cH:60][cH:61][cH:62][cH:63]1.[O:64]=[C:65]([CH:66]=[CH:67][c:68]1[cH:69][cH:70][cH:71][cH:72][cH:73]1)[CH:74]=[CH:75][c:76]1[cH:77][cH:78][cH:79][cH:80][cH:81]1.[O:82]=[C:83]([CH:84]=[CH:85][c:86]1[cH:87][cH:88][cH:89][cH:90][cH:91]1)[CH:92]=[CH:93][c:94]1[cH:95][cH:96][cH:97][cH:98][cH:99]1.[Pd:44].[Pd:45]>>[CH3:21][c:22]1[c:23](-[c:33]2[c:34]([CH3:43])[c:35]([C:36](=[O:37])[O:38][CH3:39])[cH:40][cH:41][cH:42]2)[c:24]([CH3:28])[cH:25][cH:26][cH:27]1. Reactants: C(C)(=O)SC\C(\C(=O)O)=C\C1=CC=CC=C1 ((E)-2-acetylthiomethyl-3-phenylpropenoic acid), NCCC(=O)OCC (ethyl β-alaninate). Product: O=C(/C(=C\C1=CC=CC=C1)/CSC(C)=O)NCCC(=O)OCC (ethyl N-(E)-[1-oxo-2-(acetylthiomethyl)-3-phenylpropenyl]-β-alaninate). As a reaction SMILES: [C:1]([S:4][CH2:5]/[C:6](=[CH:10]/[C:11]1[CH:16]=[CH:15][CH:14]=[CH:13][CH:12]=1)/[C:7]([OH:9])=O)(=[O:3])[CH3:2].[NH2:17][CH2:18][CH2:19][C:20]([O:22][CH2:23][CH3:24])=[O:21]>>[O:9]=[C:7]([NH:17][CH2:18][CH2:19][C:20]([O:22][CH2:23][CH3:24])=[O:21])/[C:6](/[CH2:5][S:4][C:1](=[O:3])[CH3:2])=[CH:10]\[C:11]1[CH:16]=[CH:15][CH:14]=[CH:13][CH:12]=1. Procedure: The (E)-2-acetylthiomethyl-3-phenylpropenoic acid described in Example 1 (step C) is coupled with ethyl β-alaninate according to the experimental procedure described in Example 1 (step D). The yield is 94.0%. Starting materials: C([O-])([O-])=O.[Na+].[Na+] (sodium carbonate), C(#CCC)OC1=CC=C(C=C1)S(=O)(=O)Cl (4butynyloxy-benzenesufonyl chloride), N[C@H](C(C)(C)S)C(=O)O (D-penicillamine), [OH-].[Na+] (sodium hydroxide), BrCCO (2-Bromoethanol). The product is C(C#CC)OC1=CC=C(C=C1)S(=O)(=O)N[C@@H](C(C)(C)SCCO)C(=O)O (N-{[4-(2 butynyloxy)phenyl]sulfonyl}-3-[(2-hydroxyethyl)sulfanyl]valine). Solvent: CN(C)C=O (DMF), CO (methanol). Procedure: A solution of D-penicillamine (0.5 g, 3.35 mmol) in methanol (5 mL) was cooled to 0° C. and crushed sodium hydroxide (0.28 g, 6.87 mmol) was added to give a clear solution. 2-Bromoethanol (0.26 mL, 3.71 mmol) was added and stirred at 0° C. for 1 h and at room temperature for an additional 1.5 h. The reaction was concentrated, and the oily residue was dissolved in 3 mL water and 6 mL DMF and stirred with sodium carbonate (0.82 g 7.2 mmol) and 4butynyloxy-benzenesufonyl chloride (0.78 g, 3.18 mmol... As a reaction SMILES: [NH2:1][C@@H:2]([C:7]([OH:9])=[O:8])[C:3]([SH:6])([CH3:5])[CH3:4].[OH-].[Na+].Br[CH2:13][CH2:14][OH:15].C(=O)([O-])[O-].[Na+].[Na+].[C:22]([O:26][C:27]1[CH:32]=[CH:31][C:30]([S:33](Cl)(=[O:35])=[O:34])=[CH:29][CH:28]=1)#[C:23][CH2:24][CH3:25]>CO.CN(C=O)C>[CH2:22]([O:26][C:27]1[CH:32]=[CH:31][C:30]([S:33]([NH:1][C@H:2]([C:7]([OH:9])=[O:8])[C:3]([S:6][CH2:13][CH2:14][OH:15])([CH3:5])[CH3:4])(=[O:35])=[O:34])=[CH:29][CH:28]=1)[C:23]#[C:24][CH3:25] |f:1.2,4.5.6|. Conditions: temperature 0 celsius, time 1.5 hour.